Dataset: the Open Reaction Database (ORD), a public repository of structured organic reaction records. Task: describe an organic reaction: reactants, conditions, products, and yield The reactants are N1=CN=CC(=C1)C(=O)O (pyrimidine-5-carboxylic acid), C(C(=O)Cl)(=O)Cl (oxalyl chloride), N1=CN=CC(=C1)C(=O)Cl (pyrimidine-5-carbonyl chloride), FC=1C=C(C(N)=NO)C=CC1F (3,4-difluoro-N′-hydroxybenzimidamide). The product is FC=1C=C(C=CC1F)C1=NOC(=N1)C=1C=NC=NC1 (3-(3,4-difluorophenyl)-5-(pyrimidin-5-yl)-1,2,4-oxadiazole), N1=CN=CC(=C1)C(=O)Cl (pyrimidine-5-carbonyl chloride). RXN SMILES: [F:1][C:2]1[CH:3]=[C:4]([CH:9]=[CH:10][C:11]=1[F:12])[C:5](=[N:7][OH:8])[NH2:6].[N:13]1[CH:18]=[C:17]([C:19]([Cl:21])=[O:20])[CH:16]=[N:15][CH:14]=1.N1C=C(C(O)=O)C=NC=1.C(Cl)(=O)C(Cl)=O>>[F:1][C:2]1[CH:3]=[C:4]([C:5]2[N:6]=[C:19]([C:17]3[CH:18]=[N:13][CH:14]=[N:15][CH:16]=3)[O:8][N:7]=2)[CH:9]=[CH:10][C:11]=1[F:12].[N:13]1[CH:18]=[C:17]([C:19]([Cl:21])=[O:20])[CH:16]=[N:15][CH:14]=1. Procedure: The titled compound was prepared according to the procedure of Method D using 3,4-difluoro-N′-hydroxybenzimidamide (Tyger) and pyrimidine-5-carbonyl chloride. The pyrimidine-5-carbonyl chloride was prepared by the reaction of pyrimidine-5-carboxylic acid (Maybridge, 138 mg, 1.0 mmol) with oxalyl chloride (Aldrich, 2 M, in CH2Cl2, 1.0 mL, 2.0 mmol) and a drop of dimethylformamide at room temperature over 1 hour with subsequent removal of volatiles under reduced pressure. 1H NMR (300 MHz, DMSO-d6)... Starting materials: suspension, BrC=1C=C2C=NC(=NC2=CC1OC)Cl (6-bromo-2-chloro-7-methoxyquinazoline), O1CCN(CC1)C1=CC=C(N)C=C1 (4-morpholinoaniline). The solvent is C(C)(C)O (isopropanol). Conditions: temperature 120 celsius. Product: BrC=1C=C2C=NC(=NC2=CC1OC)NC1=CC=C(C=C1)N1CCOCC1 (6-Bromo-7-methoxy-N-(4-morpholinophenyl)quinazolin-2-amine). Reaction SMILES: [Br:1][C:2]1[CH:3]=[C:4]2[C:9](=[CH:10][C:11]=1[O:12][CH3:13])[N:8]=[C:7](Cl)[N:6]=[CH:5]2.[O:15]1[CH2:20][CH2:19][N:18]([C:21]2[CH:27]=[CH:26][C:24]([NH2:25])=[CH:23][CH:22]=2)[CH2:17][CH2:16]1>C(O)(C)C>[Br:1][C:2]1[CH:3]=[C:4]2[C:9](=[CH:10][C:11]=1[O:12][CH3:13])[N:8]=[C:7]([NH:25][C:24]1[CH:23]=[CH:22][C:21]([N:18]3[CH2:19][CH2:20][O:15][CH2:16][CH2:17]3)=[CH:27][CH:26]=1)[N:6]=[CH:5]2. Procedure details: To a 0.12M suspension of 6-bromo-2-chloro-7-methoxyquinazoline (1.0 eq) in isopropanol was added 4-morpholinoaniline (1.0 eq). The reaction mixture was heated to 120° C. in an oil bath for 5 h. LCMS showed that reaction was complete under the condition. The reaction mixture was allowed to cool to room temperature and was filtered. The filter cake was rinsed with ethyl acetate and allowed air dry. Desired product was a brown solid as HCl salt. ES/MS m/z 415/417 (MH+). Reactants: CC(C)(C)OC(=O)N1CCc2cc(OS(=O)(=O)C(F)(F)F)ccc2C1, O=C([O-])O, Cc1ccccc1, CCO, [Na+], [Na+], [Na+], O=C([O-])[O-], c1ccc(P(CCCCP(c2ccccc2)c2ccccc2)c2ccccc2)cc1, OB(O)c1ccsc1. Yields the product CC(C)(C)OC(=O)N1CCc2cc(-c3ccsc3)ccc2C1. As a reaction SMILES: [C:31]([CH3:32])([CH3:33])([CH3:34])[O:35][C:36](=[O:37])[N:38]1[CH2:39][c:40]2[cH:41][cH:42][c:43]([O:48][S:49]([C:50]([F:51])([F:52])[F:53])(=[O:54])=[O:55])[cH:44][c:45]2[CH2:46][CH2:47]1.[C:77](=[O:78])([OH:79])[O-:80].[CH3:70][c:71]1[cH:72][cH:73][cH:74][cH:75][cH:76]1.[CH3:82][CH2:83][OH:84].[Na+:64].[Na+:65].[Na+:81].[O-:66][C:67](=[O:68])[O-:69].[c:1]1([P:2]([c:3]2[cH:4][cH:5][cH:6][cH:7][cH:8]2)[CH2:9][CH2:10][CH2:11][CH2:12][P:13]([c:14]2[cH:15][cH:16][cH:17][cH:18][cH:19]2)[c:20]2[cH:21][cH:22][cH:23][cH:24][cH:25]2)[cH:26][cH:27][cH:28][cH:29][cH:30]1.[s:56]1[cH:57][c:58]([B:61]([OH:62])[OH:63])[cH:59][cH:60]1>>[C:31]([CH3:32])([CH3:33])([CH3:34])[O:35][C:36](=[O:37])[N:38]1[CH2:39][c:40]2[cH:41][cH:42][c:43](-[c:58]3[cH:57][s:56][cH:60][cH:59]3)[cH:44][c:45]2[CH2:46][CH2:47]1. Product: CCOC(=O)C(C)(C)Oc1ccc(OCCC2CN(Cc3ccc(OC)cc3)C(=O)N2C)cc1C. As a reaction SMILES: [C:47](=[O:48])([O-:49])[O-:50].[CH2:30]([CH3:31])[O:32][C:33]([C:34]([CH3:35])([CH3:36])[O:37][c:38]1[c:39]([CH3:45])[cH:40][c:41]([OH:44])[cH:42][cH:43]1)=[O:46].[CH3:1][O:2][c:3]1[cH:4][cH:5][c:6]([CH2:7][N:8]2[C:9](=[O:27])[N:10]([CH3:26])[CH:11]([CH2:13][CH2:14][O:15][S:16]([c:17]3[cH:18][cH:19][c:20]([CH3:21])[cH:22][cH:23]3)(=[O:24])=[O:25])[CH2:12]2)[cH:28][cH:29]1.[Cs+:51].[Cs+:52].[O:53]=[CH:54][N:55]([CH3:56])[CH3:57]>>[CH3:1][O:2][c:3]1[cH:4][cH:5][c:6]([CH2:7][N:8]2[C:9](=[O:27])[N:10]([CH3:26])[CH:11]([CH2:13][CH2:14][O:15][c:41]3[cH:40][c:39]([CH3:45])[c:38]([O:37][C:34]([C:33]([O:32][CH2:30][CH3:31])=[O:46])([CH3:35])[CH3:36])[cH:43][cH:42]3)[CH2:12]2)[cH:28][cH:29]1. Reactants: O=C([O-])[O-], CCOC(=O)C(C)(C)Oc1ccc(O)cc1C, COc1ccc(CN2CC(CCOS(=O)(=O)c3ccc(C)cc3)N(C)C2=O)cc1, [Cs+], [Cs+], CN(C)C=O. The reactants are CC(C)(C)OC(=O)C1CCC(CC#N)S1, CCOCC, CC(C)C[Al+]CC(C)C, CCCCCC, [H-], O=C(O)CC(O)(CC(=O)O)C(=O)O. Yields the product CC(C)(C)OC(=O)C1CCC(CC=O)S1. Reaction SMILES: [C:1]([CH3:2])([CH3:3])([CH3:4])[O:5][C:6](=[O:7])[CH:8]1[CH2:9][CH2:10][CH:11]([CH2:13][C:14]#[N:15])[S:12]1.[CH2:29]([O:30][CH2:31][CH3:32])[CH3:33].[CH2:35]([Al+:36][CH2:37][CH:38]([CH3:39])[CH3:40])[CH:41]([CH3:42])[CH3:43].[CH3:44][CH2:45][CH2:46][CH2:47][CH2:48][CH3:49].[H-:34].[OH:16][C:17]([CH2:18][C:19]([C:20](=[O:21])[OH:22])([CH2:23][C:24](=[O:25])[OH:26])[OH:27])=[O:28]>>[C:1]([CH3:2])([CH3:3])([CH3:4])[O:5][C:6](=[O:7])[CH:8]1[CH2:9][CH2:10][CH:11]([CH2:13][CH:14]=[O:16])[S:12]1. Starting materials: C=O (formaldehyde), N1CCC(CC1)OC1=CC=C(C(=O)OC)C=C1 (Methyl 4-(piperidin-4-yloxy)-benzoate). The product is CN1CCC(CC1)OC1=CC=C(C(=O)OC)C=C1 (Methyl 4-(1-methyl-piperidin-4-yloxy)-benzoate). Reaction SMILES: [CH2:1]=O.[NH:3]1[CH2:8][CH2:7][CH:6]([O:9][C:10]2[CH:19]=[CH:18][C:13]([C:14]([O:16][CH3:17])=[O:15])=[CH:12][CH:11]=2)[CH2:5][CH2:4]1>>[CH3:1][N:3]1[CH2:4][CH2:5][CH:6]([O:9][C:10]2[CH:19]=[CH:18][C:13]([C:14]([O:16][CH3:17])=[O:15])=[CH:12][CH:11]=2)[CH2:7][CH2:8]1. Procedure details: Prepared using essentially the same procedure used in reference example 114a except using formaldehyde and Methyl 4-(piperidin-4-yloxy)-benzoate (reference example 123) as substrates. 1H NMR (CDCl3): d 8.01 (d, 2H), 6.91 (d, 2H), 4.80 (s, 1H), 3.89 (s, 3H), 3.35 (brd, 2H), 3.13 (q, 2H), 2.80 (d, 3H), 2.65 (t, 2H), 2.18 (d, 2H). MS (ion spray) m/z 250 (M+H)+.